Dataset: the Open Reaction Database (ORD), a public repository of structured organic reaction records. Task: describe an organic reaction: reactants, conditions, products, and yield Reactants: CC(C)(C)c1nc2cc(S(=O)(=O)Cl)ccc2n1CC1CCC(F)(F)CC1, CC#N, c1cn[nH]c1. Yields the product CC(C)(C)c1nc2cc(S(=O)(=O)n3cccn3)ccc2n1CC1CCC(F)(F)CC1. Reaction SMILES: [C:1]([CH3:2])([CH3:3])([CH3:4])[c:5]1[n:6][c:7]2[c:8]([n:9]1[CH2:10][CH:11]1[CH2:12][CH2:13][C:14]([F:17])([F:18])[CH2:15][CH2:16]1)[cH:19][cH:20][c:21]([S:23](=[O:24])(=[O:25])[Cl:26])[cH:22]2.[CH3:32][C:33]#[N:34].[nH:27]1[n:28][cH:29][cH:30][cH:31]1>>[C:1]([CH3:2])([CH3:3])([CH3:4])[c:5]1[n:6][c:7]2[c:8]([n:9]1[CH2:10][CH:11]1[CH2:12][CH2:13][C:14]([F:17])([F:18])[CH2:15][CH2:16]1)[cH:19][cH:20][c:21]([S:23](=[O:24])(=[O:25])[n:27]1[n:28][cH:29][cH:30][cH:31]1)[cH:22]2. Starting materials: CCCCCCCCCCCCCCCCNc1ccc(C(=O)O)cc1, OCC(O)C(O)C(O)C(O)CO, Cc1ccc(S(=O)(=O)O)cc1. The product is CCCCCCCCCCCCCCCCNc1ccc(C(=O)OCC(O)C(O)C(O)C(O)CO)cc1. Reaction SMILES: [CH2:1]([CH2:2][CH2:3][CH2:4][CH2:5][CH2:6][CH2:7][CH2:8][CH2:9][CH2:10][CH2:11][CH2:12][CH2:13][CH2:14][CH2:15][CH3:16])[NH:17][c:18]1[cH:19][cH:20][c:21]([C:22](=[O:23])[OH:24])[cH:25][cH:26]1.[CH2:27]([CH:28]([OH:29])[CH:30]([OH:31])[CH:32]([OH:33])[CH:34]([OH:35])[CH2:36][OH:37])[OH:38].[c:39]1([CH3:40])[cH:41][cH:42][c:43]([S:44]([OH:45])(=[O:46])=[O:47])[cH:48][cH:49]1>>[CH2:1]([CH2:2][CH2:3][CH2:4][CH2:5][CH2:6][CH2:7][CH2:8][CH2:9][CH2:10][CH2:11][CH2:12][CH2:13][CH2:14][CH2:15][CH3:16])[NH:17][c:18]1[cH:19][cH:20][c:21]([C:22](=[O:23])[O:24][CH2:27][CH:28]([OH:29])[CH:30]([OH:31])[CH:32]([OH:33])[CH:34]([OH:35])[CH2:36][OH:37])[cH:25][cH:26]1. Starting materials: COc1cc(N)ccc1Cl, O=Cc1ccccc1Cl. Yields the product COc1cc(N)c(C(=O)c2ccccc2Cl)cc1Cl. As a reaction SMILES: [CH3:10][O:11][c:12]1[cH:13][c:14]([NH2:15])[cH:16][cH:17][c:18]1[Cl:19].[Cl:1][c:2]1[c:3]([CH:4]=[O:5])[cH:6][cH:7][cH:8][cH:9]1>>[Cl:1][c:2]1[c:3]([C:4](=[O:5])[c:16]2[c:14]([NH2:15])[cH:13][c:12]([O:11][CH3:10])[c:18]([Cl:19])[cH:17]2)[cH:6][cH:7][cH:8][cH:9]1. Starting materials: C(C=C)OC(=O)NCC(C(C)O[Si](C)(C)C(C)(C)C)CNC(=O)OCC=C (1-allyloxycarbonylamino-2-(N-allyloxycarbonylaminomethyl)-3-t-butyldimethylsilyloxybutane), Cl (hydrochloric acid). Solvent: C(C)#N (acetonitrile). Run at time 3 hour. The product is C(C=C)OC(=O)NCC(C(C)O)CNC(=O)OCC=C (1-allyloxycarbonylamino-2-(N-allyloxycarbonylaminomethyl)butan-3-ol). The yield is 101.2%. As a reaction SMILES: [CH2:1]([O:4][C:5]([NH:7][CH2:8][CH:9]([CH2:20][NH:21][C:22]([O:24][CH2:25][CH:26]=[CH2:27])=[O:23])[CH:10]([O:12][Si](C(C)(C)C)(C)C)[CH3:11])=[O:6])[CH:2]=[CH2:3].Cl>C(#N)C>[CH2:25]([O:24][C:22]([NH:21][CH2:20][CH:9]([CH2:8][NH:7][C:5]([O:4][CH2:1][CH:2]=[CH2:3])=[O:6])[CH:10]([OH:12])[CH3:11])=[O:23])[CH:26]=[CH2:27]. Procedure: To a solution of 3.98 g of 1-allyloxycarbonylamino-2-(N-allyloxycarbonylaminomethyl)-3-t-butyldimethylsilyloxybutane in 20 ml of acetonitrile was added 2 ml of concentrated hydrochloric acid at 0° C. After stirring for 3 hours at room temperature, the mixture was extracted with chloroform and the organic layer was washed with saturated sodium hydrogen carbonate and brine, and dried over anhydrous magnesium sulfate. Evaporation of the solvent followed by a column chromatography on silica gel (hex...